This data is from the Open Reaction Database (ORD), a public repository of structured organic reaction records. The task is: describe an organic reaction: reactants, conditions, products, and yield Starting materials: OC1[C@H](N)[C@@H](O)[C@H](O)[C@H](O1)CO (glucosamine), N(=O)O (nitrous acid), glucosamines, N(=O)O (Nitrous acid), Cl.CN1C(SC2=C1C=CC=C2)=NN (3-methyl-2-benzothiazolone hydrazone hydrochloride), OC1[C@H](N)[C@@H](O)[C@H](O)[C@H](O1)CO (glucosamine), FeCl3, MBTH Fe3+. The product is CN\1C2=CC=CC=C2S/C1=N\N (MBTH). As a reaction SMILES: N(O)=O.Cl.[CH3:5][N:6]1[C:10]2[CH:11]=[CH:12][CH:13]=[CH:14][C:9]=2[S:8][C:7]1=[N:15][NH2:16].OC1O[C@H](CO)[C@@H](O)[C@H](O)[C@H]1N>>[CH3:5][N:6]1[C:10]2[C:9]([S:8]/[C:7]/1=[N:15]\[NH2:16])=[CH:14][CH:13]=[CH:12][CH:11]=2 |f:1.2|. Reported procedure: Nitrous acid oxidation followed by reaction with 3-methyl-2-benzothiazolone hydrazone hydrochloride (MBTH) and then FeCl3 was used to measure the number of free amino groups (equivalent to the number of glucosamines) in the glycolchitosan and derived products (Davies et al., Meth. Enzymol. 161:442-446 (1988)). The assay was standardized with glucosamine on a weight basis. Also the MBTH/Fe3+ stage of this procedure was used to measure the number of aldehyde groups, similarly relying on standardiz... Starting materials: C1(CCCC1)NC=1C(=C(C(=O)OC)C=CC1)C (methyl 3-(cyclopentylamino)-2-methylbenzoate), C([O-])([O-])=O.[Cs+].[Cs+] (cesium carbonate), CI (methyl iodide). The solvent is C(C)#N (acetonitrile). Run at temperature 80 celsius. The product is C1(CCCC1)N(C=1C(=C(C(=O)OC)C=CC1)C)C (methyl 3-(cyclopentyl(methyl)amino)-2-methylbenzoate). The yield is 85.7%. RXN SMILES: [CH:1]1([NH:6][C:7]2[C:8]([CH3:17])=[C:9]([CH:14]=[CH:15][CH:16]=2)[C:10]([O:12][CH3:13])=[O:11])[CH2:5][CH2:4][CH2:3][CH2:2]1.[C:18](=O)([O-])[O-].[Cs+].[Cs+].CI>C(#N)C>[CH:1]1([N:6]([CH3:18])[C:7]2[C:8]([CH3:17])=[C:9]([CH:14]=[CH:15][CH:16]=2)[C:10]([O:12][CH3:13])=[O:11])[CH2:5][CH2:4][CH2:3][CH2:2]1 |f:1.2.3|. Reported procedure: To a stirred solution of methyl 3-(cyclopentylamino)-2-methylbenzoate (2.2 g, 9.44 mmol) in acetonitrile (20 mL) was added cesium carbonate (6.13 g, 18.8 mmol) and methyl iodide (6.7 g, 47.2 mmol). The resulting mixture was heated at 80° C. for 12 h. On completion, the mixture was cooled to room temperature and filtered, washing with ethyl acetate. The filtrate was concentrated and then purified by column chromatography to afford methyl 3-(cyclopentyl(methyl)amino)-2-methylbenzoate (2 g, 85%). Starting materials: C(C)N(C1=C(C=CC(=C1)OC)C1CC=2C=CC(=CC2CC1)OC(C(C)(C)C)=O)C(C1=CC=C(C=C1)O)=O (pivalic acid 6-{2-[ethyl(4-hydroxybenzoyl)amino]-4-methoxyphenyl}-5,6,7,8-tetrahydronaphthalen-2-yl ester), ClCC(=O)N1CCCCC1 (2-chloro-1-piperidin-1-ylethanone). The product is C(C)N(C1=C(C=CC(=C1)OC)C1CC=2C=CC(=CC2CC1)O)CC1=CC=C(C=C1)OCCN1CCCCC1 (6-{2-{Ethyl[4-(2-piperidin-1-ylethoxy)benzyl]amino}-4-methoxyphenyl}-5,6,7,8-tetrahydronaphthalen-2-ol). Isolated yield 84.0%. RXN SMILES: [CH2:1]([N:3]([C:29](=O)[C:30]1[CH:35]=[CH:34][C:33]([OH:36])=[CH:32][CH:31]=1)[C:4]1[CH:9]=[C:8]([O:10][CH3:11])[CH:7]=[CH:6][C:5]=1[CH:12]1[CH2:21][CH2:20][C:19]2[CH:18]=[C:17]([O:22]C(=O)C(C)(C)C)[CH:16]=[CH:15][C:14]=2[CH2:13]1)[CH3:2].Cl[CH2:39][C:40]([N:42]1[CH2:47][CH2:46][CH2:45][CH2:44][CH2:43]1)=O>>[CH2:1]([N:3]([CH2:29][C:30]1[CH:31]=[CH:32][C:33]([O:36][CH2:39][CH2:40][N:42]2[CH2:47][CH2:46][CH2:45][CH2:44][CH2:43]2)=[CH:34][CH:35]=1)[C:4]1[CH:9]=[C:8]([O:10][CH3:11])[CH:7]=[CH:6][C:5]=1[CH:12]1[CH2:21][CH2:20][C:19]2[CH:18]=[C:17]([OH:22])[CH:16]=[CH:15][C:14]=2[CH2:13]1)[CH3:2]. Procedure: Synthesized from pivalic acid 6-{2-[ethyl(4-hydroxybenzoyl)amino]-4-methoxyphenyl}-5,6,7,8-tetrahydronaphthalen-2-yl ester (29 mg) and 2-chloro-1-piperidin-1-ylethanone (19 mg) according to an analogous synthetic method to Example 404 and purified by LC-MS, the title compound (25 mg) was obtained.